This data is from the Open Reaction Database (ORD), a public repository of structured organic reaction records. The task is: describe an organic reaction: reactants, conditions, products, and yield Starting materials: BrC1=C(C=C(C=C1)OC)CN (1-(2-bromo-5-methoxyphenyl)methanamine), ClC1=NC=C(C(=N1)Cl)Cl (2,4,5-trichloropyrimidine), C([O-])([O-])=O.[K+].[K+] (potassium carbonate). Solvent: CN(C=O)C (N,N-dimethylformamide). Reaction conditions: time 8 hour. Product: BrC1=C(CNC2=NC(=NC=C2Cl)Cl)C=C(C=C1)OC (N-(2-Bromo-5-methoxybenzyl)-2,5-dichloropyrimidin-4-amine). Isolated yield 98.5%. RXN SMILES: [Br:1][C:2]1[CH:7]=[CH:6][C:5]([O:8][CH3:9])=[CH:4][C:3]=1[CH2:10][NH2:11].[Cl:12][C:13]1[N:18]=[C:17](Cl)[C:16]([Cl:20])=[CH:15][N:14]=1.C(=O)([O-])[O-].[K+].[K+]>CN(C)C=O>[Br:1][C:2]1[CH:7]=[CH:6][C:5]([O:8][CH3:9])=[CH:4][C:3]=1[CH2:10][NH:11][C:15]1[C:16]([Cl:20])=[CH:17][N:18]=[C:13]([Cl:12])[N:14]=1 |f:2.3.4|. Reported procedure: To a solution of 1-(2-bromo-5-methoxyphenyl)methanamine (3.6 g, 13 mmol) and 2,4,5-trichloropyrimidine (1.60 mL, 14 mmol) in N,N-dimethylformamide (41.3 mL) was added potassium carbonate (5.53 g, 40 mmol). The resulting mixture was stirred overnight at room temperature. The reaction was quenched with water. EtOAc was added and the layers were separated. The aqueous layer was extracted with EtOAc twice. The combined organic layers were washed with water and brine successively, then dried (Na2SO4)... The reactants are O=C(O)c1ccc(OCC(F)(F)F)cn1, CC1(C)OC(N)=NC(C)(c2cc(N)ccc2F)C1(F)F. The product is CC1(C)OC(N)=NC(C)(c2cc(NC(=O)c3ccc(OCC(F)(F)F)cn3)ccc2F)C1(F)F. RXN SMILES: [F:21][C:22]([CH2:23][O:24][c:25]1[cH:26][cH:27][c:28]([C:31](=[O:32])[OH:33])[n:29][cH:30]1)([F:34])[F:35].[NH2:1][c:2]1[cH:3][cH:4][c:5]([F:20])[c:6]([C:8]2([CH3:19])[N:9]=[C:10]([NH2:18])[O:11][C:12]([CH3:16])([CH3:17])[C:13]2([F:14])[F:15])[cH:7]1>>[NH:1]([c:2]1[cH:3][cH:4][c:5]([F:20])[c:6]([C:8]2([CH3:19])[N:9]=[C:10]([NH2:18])[O:11][C:12]([CH3:16])([CH3:17])[C:13]2([F:14])[F:15])[cH:7]1)[C:31]([c:28]1[cH:27][cH:26][c:25]([O:24][CH2:23][C:22]([F:21])([F:34])[F:35])[cH:30][n:29]1)=[O:32].